From a dataset of the Open Reaction Database (ORD), a public repository of structured organic reaction records. describe an organic reaction: reactants, conditions, products, and yield The reactants are Cl.FC1=CC=C(C=C1)NN ((4-fluorophenyl)hydrazine hydrochloride), N12CCC(C(CC1)CC2)=O (1-azabicyclo[3.2.2]nonan-4-one), [OH-].[Na+] (sodium hydroxide). Solvent: S(O)(O)(=O)=O (sulfuric acid), O1CCOCC1 (dioxane). Reaction conditions: temperature 100 celsius, time 30 minute. The product is FC1=CC=2C3=C(NC2C=C1)C1CCN(C3)CC1 (9-fluoro-3,4,5,6-tetrahydro-1H-2,5-ethanoazepino[4,3-b]indole). As a reaction SMILES: Cl.[F:2][C:3]1[CH:8]=[CH:7][C:6]([NH:9]N)=[CH:5][CH:4]=1.[N:11]12[CH2:19][CH2:18][CH:15]([CH2:16][CH2:17]1)[C:14](=O)[CH2:13][CH2:12]2.[OH-].[Na+]>S(=O)(=O)(O)O.O1CCOCC1>[F:2][C:3]1[CH:8]=[CH:7][C:6]2[NH:9][C:14]3[CH:15]4[CH2:18][CH2:19][N:11]([CH2:12][C:13]=3[C:5]=2[CH:4]=1)[CH2:17][CH2:16]4 |f:0.1,3.4|. Procedure: A mixture of (4-fluorophenyl)hydrazine hydrochloride (10.67 g, 65.6 mmol; Aldrich) and 1-azabicyclo[3.2.2]nonan-4-one (9.13 g, 65.6 mmol; Example 2A) in 100 mL of 7% sulfuric acid in dioxane was heated to 100° C. for 30 hours. The reaction mixture was basified (˜pH 11) by the addition of 50% aqueous sodium hydroxide then stirred in an ice-bath for 30 minutes. The resulting solid was collected by filtration, washed sequentially with water, hexanes and ether (3×30 mL), and dried to afford the titl...